Dataset: the Open Reaction Database (ORD), a public repository of structured organic reaction records. Task: describe an organic reaction: reactants, conditions, products, and yield Starting materials: COC1=CC=C(C=C1)C(C1=CC=CC=C1)(C1=CC=C(C=C1)OC)NC=1COC(C([C@@](N1)(C)C1=C(C=CC(=C1)B1OC(C(O1)(C)C)(C)C)F)(F)F)(C)C ([bis-(4-methoxy-phenyl)-phenyl-methyl]-{(R)-6,6-difluoro-5-[2-fluoro-5-(4,4,5,5-tetramethyl-[1,3,2]dioxaborolan-2-yl)-phenyl]-5,7,7-trimethyl-2,5,6,7-tetrahydro-[1,4]oxazepin-3-yl}-amine), ClC=1SC2=C(N1)C=CC(=C2)Cl (2,6-dichlorobenzo[d]thiazole). Yields the product COC1=CC=C(C=C1)C(C1=CC=CC=C1)(C1=CC=C(C=C1)OC)NC=1COC(C([C@@](N1)(C)C1=C(C=CC(=C1)C=1SC2=C(N1)C=CC(=C2)Cl)F)(F)F)(C)C ([bis-(4-methoxy-phenyl)-phenyl-methyl]-{(R)-5-[5-(6-chloro-benzothiazol-2-yl)-2-fluoro-phenyl]-6,6-difluoro-5,7,7-trimethyl-2,5,6,7-tetrahydro-[1,4]oxazepin-3-yl}-amine). The yield is 75.6%. RXN SMILES: [CH3:1][O:2][C:3]1[CH:8]=[CH:7][C:6]([C:9]([NH:24][C:25]2[CH2:26][O:27][C:28]([CH3:52])([CH3:51])[C:29]([F:50])([F:49])[C@:30]([C:33]3[CH:38]=[C:37](B4OC(C)(C)C(C)(C)O4)[CH:36]=[CH:35][C:34]=3[F:48])([CH3:32])[N:31]=2)([C:16]2[CH:21]=[CH:20][C:19]([O:22][CH3:23])=[CH:18][CH:17]=2)[C:10]2[CH:15]=[CH:14][CH:13]=[CH:12][CH:11]=2)=[CH:5][CH:4]=1.Cl[C:54]1[S:55][C:56]2[CH:62]=[C:61]([Cl:63])[CH:60]=[CH:59][C:57]=2[N:58]=1>>[CH3:1][O:2][C:3]1[CH:8]=[CH:7][C:6]([C:9]([NH:24][C:25]2[CH2:26][O:27][C:28]([CH3:52])([CH3:51])[C:29]([F:49])([F:50])[C@:30]([C:33]3[CH:38]=[C:37]([C:54]4[S:55][C:56]5[CH:62]=[C:61]([Cl:63])[CH:60]=[CH:59][C:57]=5[N:58]=4)[CH:36]=[CH:35][C:34]=3[F:48])([CH3:32])[N:31]=2)([C:16]2[CH:17]=[CH:18][C:19]([O:22][CH3:23])=[CH:20][CH:21]=2)[C:10]2[CH:11]=[CH:12][CH:13]=[CH:14][CH:15]=2)=[CH:5][CH:4]=1. Procedure details: Reaction of [bis-(4-methoxy-phenyl)-phenyl-methyl]-{(R)-6,6-difluoro-5-[2-fluoro-5-(4,4,5,5-tetramethyl-[1,3,2]dioxaborolan-2-yl)-phenyl]-5,7,7-trimethyl-2,5,6,7-tetrahydro-[1,4]oxazepin-3-yl}-amine (intermediate B10.2) (35 mg, 49 μmol) with 2,6-dichlorobenzo[d]thiazole (13.4 mg, 63.7 μmol) yielded the [bis-(4-methoxy-phenyl)-phenyl-methyl]-{(R)-5-[5-(6-chloro-benzothiazol-2-yl)-2-fluoro-phenyl]-6,6-difluoro-5,7,7-trimethyl-2,5,6,7-tetrahydro-[1,4]oxazepin-3-yl}-amine (28 mg, 76% yield) as a lig...